From a dataset of the Open Reaction Database (ORD), a public repository of structured organic reaction records. describe an organic reaction: reactants, conditions, products, and yield Reactants: N[C@H](C(=O)O)CC#N ((2S)-2-amino-3-cyanopropanoic acid), C1(CCCCCC1)NC(=S)N (N-cycloheptylthiourea). Yields the product C1(CCCCCC1)NC=1SC(C(N1)=O)CC#N ([2-(cycloheptylamino)-4-oxo-4,5-dihydro-1,3-thiazol-5-yl]acetonitrile). Reaction SMILES: N[C@@H:2]([CH2:6][C:7]#[N:8])[C:3]([OH:5])=O.[CH:9]1([NH:16][C:17]([NH2:19])=[S:18])[CH2:15][CH2:14][CH2:13][CH2:12][CH2:11][CH2:10]1>>[CH:9]1([NH:16][C:17]2[S:18][CH:2]([CH2:6][C:7]#[N:8])[C:3](=[O:5])[N:19]=2)[CH2:15][CH2:14][CH2:13][CH2:12][CH2:11][CH2:10]1. Procedure details: Synthesis was performed from (2S)-2-amino-3-cyanopropanoic acid and N-cycloheptylthiourea according to Method E and C. Reactants: CCN(C(C)C)C(C)C (DIEA), C(CCl)Cl (EDC), BrC=1C(=C(SC1Cl)Cl)S(=O)(=O)N (4-bromo-2,5-dichloro-thiophene-3-sulfonamide), C(C)(C)(C)OC(=O)N1CCC(CC1)C(=O)O (1-(tert.butyloxycarbonyl)-piperidine-4-carboxylic acid). The reagents and catalysts are CN(C)C=1C=CN=CC1 (DMAP). Run in CN(C)C=O (DMF). Conditions: time 16 hour. Yields the product C(C)(C)(C)OC(=O)N1CCC(CC1)C(=O)NS(=O)(=O)C1=C(SC(=C1Br)Cl)Cl (4-(4-Bromo-2,5-dichloro-thiophene-3-sulfonylaminocarbonyl)-piperidine-1-carboxylic acid tert.-butyl ester). Reaction SMILES: CCN(C(C)C)C(C)C.C(Cl)CCl.[Br:14][C:15]1[C:16]([S:22]([NH2:25])(=[O:24])=[O:23])=[C:17]([Cl:21])[S:18][C:19]=1[Cl:20].[C:26]([O:30][C:31]([N:33]1[CH2:38][CH2:37][CH:36]([C:39](O)=[O:40])[CH2:35][CH2:34]1)=[O:32])([CH3:29])([CH3:28])[CH3:27]>CN(C1C=CN=CC=1)C.CN(C=O)C>[C:26]([O:30][C:31]([N:33]1[CH2:38][CH2:37][CH:36]([C:39]([NH:25][S:22]([C:16]2[C:15]([Br:14])=[C:19]([Cl:20])[S:18][C:17]=2[Cl:21])(=[O:23])=[O:24])=[O:40])[CH2:35][CH2:34]1)=[O:32])([CH3:29])([CH3:28])[CH3:27]. Procedure details: 60 mg of DMAP, 130 mg of DIEA and 192 mg of EDC are added to a solution of 155 mg of 4-bromo-2,5-dichloro-thiophene-3-sulfonamide and 230 mg of 1-(tert.butyloxycarbonyl)-piperidine-4-carboxylic acid in 8 ml of DMF. The mixture obtained is stirred for ca. 16 h at ca. 30°, solvent is evaporated and the evaporation residue is treated with EtAc. The mixture obtained is washed with aqueous 1 N HCl, aqueous saturated NaHCO3 and brine, and dried. Solvent from the organic phase obtained is evaporated an... The reactants are CN1C(NC=2C(C1=O)=C(N(N2)CC2=CC=CC1=CC=CC=C21)C2=CC=NC=C2)=O (5-methyl-2-(1-naphthylmethyl)-3-pyridin-4-yl-2H-pyrazolo[3,4-d]pyrimidine-4,6(5H,7H)-dione), BrCC(C)C (1-bromo-2-methylpropane), C1CCC2=NCCCN2CC1 (DBU). Solvent: CN(C)C=O (DMF). The product is CN1C(N(C=2C(C1=O)=C(N(N2)CC2=CC=CC1=CC=CC=C21)C2=CC=NC=C2)CC(C)(C)C)=O (5-methyl-2-(1-naphthylmethyl)-7-neopentyl-3-pyridin-4-yl-2H-pyrazolo[3,4-d]pyrimidine-4,6(5H,7H)-dione). Reaction SMILES: [CH3:1][N:2]1[C:7](=[O:8])[C:6]2=[C:9]([C:23]3[CH:28]=[CH:27][N:26]=[CH:25][CH:24]=3)[N:10]([CH2:12][C:13]3[C:22]4[C:17](=[CH:18][CH:19]=[CH:20][CH:21]=4)[CH:16]=[CH:15][CH:14]=3)[N:11]=[C:5]2[NH:4][C:3]1=[O:29].Br[CH2:31][CH:32]([CH3:34])[CH3:33].[CH2:35]1CCN2C(=NCCC2)CC1>CN(C=O)C>[CH3:1][N:2]1[C:7](=[O:8])[C:6]2=[C:9]([C:23]3[CH:24]=[CH:25][N:26]=[CH:27][CH:28]=3)[N:10]([CH2:12][C:13]3[C:22]4[C:17](=[CH:18][CH:19]=[CH:20][CH:21]=4)[CH:16]=[CH:15][CH:14]=3)[N:11]=[C:5]2[N:4]([CH2:31][C:32]([CH3:34])([CH3:35])[CH3:33])[C:3]1=[O:29]. Procedure: This compound was synthesized by the reaction of 5-methyl-2-(1-naphthylmethyl)-3-pyridin-4-yl-2H-pyrazolo[3,4-d]pyrimidine-4,6(5H,7H)-dione and 1-bromo-2-methylpropane using DBU as abase in DMF at 100° C. Mass: 454.36 (M+H). The reactants are ice, C(C)(C)(C)OC(=O)N1N=CC(=C1)C=1C=C2N=CC(=NC2=CC1)NCC1=CC=CC=C1 (4-(2-benzylamino-quinoxalin-6-yl)-pyrazole-1-carboxylic acid tert-butyl ester), Cl (HCl). Run in O1CCOCC1 (1,4-dioxane), O1CCOCC1 (dioxane). Run at time 2 hour. Product: C(C1=CC=CC=C1)NC1=NC2=CC=C(C=C2N=C1)C=1C=NNC1 (Benzyl-[6-(1H-pyrazol-4-yl)-quinoxalin-2-yl]-amine). Isolated yield 27.2%. Reaction SMILES: C(OC([N:8]1[CH:12]=[C:11]([C:13]2[CH:14]=[C:15]3[C:20](=[CH:21][CH:22]=2)[N:19]=[C:18]([NH:23][CH2:24][C:25]2[CH:30]=[CH:29][CH:28]=[CH:27][CH:26]=2)[CH:17]=[N:16]3)[CH:10]=[N:9]1)=O)(C)(C)C.Cl>O1CCOCC1>[CH2:24]([NH:23][C:18]1[CH:17]=[N:16][C:15]2[C:20](=[CH:21][CH:22]=[C:13]([C:11]3[CH:10]=[N:9][NH:8][CH:12]=3)[CH:14]=2)[N:19]=1)[C:25]1[CH:30]=[CH:29][CH:28]=[CH:27][CH:26]=1. Procedure details: To the ice cold solution of 4-(2-benzylamino-quinoxalin-6-yl)-pyrazole-1-carboxylic acid tert-butyl ester (157 mg, 0.39 mmol) in 1,4-dioxane (3 mL) was added 14% HCl in dioxane (2 mL). The resulting mixture was stirred at RT for 2 hrs. After completion of reaction the volatiles were evaporated off under vacuum and the HCl salt was triturated with DCM to obtain crude product. The crude was further purified by prep-HPLC to afford the title compound (32 mg, 27%). Starting materials: ClCCl, CCN(C(C)C)C(C)C, O=C(Cl)c1ccc(Cl)c([N+](=O)[O-])c1, Nc1ccc(Cl)cn1. Yields the product O=C(Nc1ccc(Cl)cn1)c1ccc(Cl)c([N+](=O)[O-])c1. Reaction SMILES: [CH2:31]([Cl:32])[Cl:33].[CH:22]([N:23]([CH2:24][CH3:25])[CH:26]([CH3:27])[CH3:28])([CH3:29])[CH3:30].[Cl:1][c:2]1[c:3]([N+:11](=[O:12])[O-:13])[cH:4][c:5]([C:6](=[O:7])[Cl:8])[cH:9][cH:10]1.[NH2:14][c:15]1[n:16][cH:17][c:18]([Cl:21])[cH:19][cH:20]1>>[Cl:1][c:2]1[c:3]([N+:11](=[O:12])[O-:13])[cH:4][c:5]([C:6](=[O:7])[NH:14][c:15]2[n:16][cH:17][c:18]([Cl:21])[cH:19][cH:20]2)[cH:9][cH:10]1. Starting materials: OCC=1N=CN(C1)C1=CC(=C(C=C1C(F)(F)F)N)N (4-(4-(hydroxymethyl)imidazole-1-yl)-5-trifluoromethyl-1,2-phenylenediamine), O=C(C(=O)OCC)C(=O)OCC (diethyl ketomalonate). The solvent is C(C)O (ethanol). Yields the product OCC=1N=CN(C1)C1=C(C=C2NC(C(=NC2=C1)C(=O)OCC)=O)C(F)(F)F (Ethyl 3,4-dihydro-7-(4-(hydroxymethyl)imidazole-1-yl)-3-oxo-6-trifluoromethylquinoxaline-2-carboxylate). The yield is 43.0%. RXN SMILES: [OH:1][CH2:2][C:3]1[N:4]=[CH:5][N:6]([C:8]2[C:13]([C:14]([F:17])([F:16])[F:15])=[CH:12][C:11]([NH2:18])=[C:10]([NH2:19])[CH:9]=2)[CH:7]=1.O=[C:21]([C:27](OCC)=[O:28])[C:22]([O:24][CH2:25][CH3:26])=[O:23]>C(O)C>[OH:1][CH2:2][C:3]1[N:4]=[CH:5][N:6]([C:8]2[CH:9]=[C:10]3[C:11]([NH:18][C:27](=[O:28])[C:21]([C:22]([O:24][CH2:25][CH3:26])=[O:23])=[N:19]3)=[CH:12][C:13]=2[C:14]([F:16])([F:15])[F:17])[CH:7]=1. Reported procedure: To a solution of 4-(4-(hydroxymethyl)imidazole-1-yl)-5-trifluoromethyl-1,2-phenylenediamine (200 mg, 781 μmol) in ethanol (10 ml) was added diethyl ketomalonate (142 μl, 937 μmol), and the mixture was refluxed for 4 hours. After cooling, solvent was distilled off and the residue obtained was purified by means of silica gel column chromatography [methylene chloride-methanol (50:1→10:1)] to obtain 129 mg of the the title compound as pale yellow powder. Yield 43%. Starting materials: ClC1=CC=C(C=C1)S(=O)(=O)NCCCCC(CCC#N)CCCC=1C=NC=CC1 (8-(p-chlorophenylsulfonamido)-4-[3-(3-pyridyl)propyl]-octanenitrile), C(CCC)[Sn](CCCC)(CCCC)N=[N+]=[N-] (tributyltin azide). Run in O1CCCC1 (tetrahydrofuran). Yields the product O.ClC1=CC=C(C=C1)S(=O)(=O)NCCCCC(CCC1=NN=NN1)CCCC=1C=NC=CC1.ClC1=CC=C(C=C1)S(=O)(=O)NCCCCC(CCC1=NN=NN1)CCCC=1C=NC=CC1 (5-{7-(p-chlorophenylsulfonamido)-3-[3-(3-pyridyl)propyl]-heptyl}-1H-tetrazole hemihydrate). Reaction SMILES: [Cl:1][C:2]1[CH:7]=[CH:6][C:5]([S:8]([NH:11][CH2:12][CH2:13][CH2:14][CH2:15][CH:16]([CH2:21][CH2:22][CH2:23][C:24]2[CH:25]=[N:26][CH:27]=[CH:28][CH:29]=2)[CH2:17][CH2:18][C:19]#[N:20])(=[O:10])=[O:9])=[CH:4][CH:3]=1.C([Sn]([N:43]=[N+:44]=[N-:45])(CCCC)CCCC)CCC>O1CCCC1>[OH2:9].[Cl:1][C:2]1[CH:7]=[CH:6][C:5]([S:8]([NH:11][CH2:12][CH2:13][CH2:14][CH2:15][CH:16]([CH2:21][CH2:22][CH2:23][C:24]2[CH:25]=[N:26][CH:27]=[CH:28][CH:29]=2)[CH2:17][CH2:18][C:19]2[NH:45][N:44]=[N:43][N:20]=2)(=[O:10])=[O:9])=[CH:4][CH:3]=1.[Cl:1][C:2]1[CH:7]=[CH:6][C:5]([S:8]([NH:11][CH2:12][CH2:13][CH2:14][CH2:15][CH:16]([CH2:21][CH2:22][CH2:23][C:24]2[CH:25]=[N:26][CH:27]=[CH:28][CH:29]=2)[CH2:17][CH2:18][C:19]2[NH:45][N:44]=[N:43][N:20]=2)(=[O:10])=[O:9])=[CH:4][CH:3]=1 |f:3.4.5|. Procedure: A mixture of 0.528 g 8-(p-chlorophenylsulfonamido)-4-[3-(3-pyridyl)propyl]-octanenitrile and 1.04 ml tributyltin azide in 5 ml tetrahydrofuran is heated at 120° for 64 h. The solvent is evaporated and subjected to flash chromatography over silica gel using methylene chloride/hexane/methanol/acetic acid (45:25:5:0.8) as eluent to give an oil which is purified again by preparative thin layer chromatography using methylene chloride/hexane/methanol/acetic acid (45:25:5:0.8) as eluent to yield an oil...